From a dataset of the Open Reaction Database (ORD), a public repository of structured organic reaction records. describe an organic reaction: reactants, conditions, products, and yield Product: Cc1ccc(NC(=O)CCCl)cc1C. RXN SMILES: [CH3:1][c:2]1[cH:3][cH:4][c:5]([NH2:6])[cH:7][c:8]1[CH3:9].[Cl:10][CH2:11][CH2:12][C:13](=[O:14])[Cl:15].[cH:16]1[cH:17][cH:18][cH:19][cH:20][cH:21]1>>[CH3:1][c:2]1[cH:3][cH:4][c:5]([NH:6][C:13]([CH2:12][CH2:11][Cl:10])=[O:14])[cH:7][c:8]1[CH3:9]. The reactants are Cc1ccc(N)cc1C, O=C(Cl)CCCl, c1ccccc1. The reactants are CC(C)N1C(=O)CCCc2cc([N+](=O)[O-])ccc21, COc1cc(N2CCOCC2)ccc1Nc1nc(Cl)ncc1Cl. Product: COc1cc(N2CCOCC2)ccc1Nc1nc(Nc2ccc3c(c2)CCCC(=O)N3C(C)C)ncc1Cl. As a reaction SMILES: [CH:1]([CH3:2])([CH3:3])[N:4]1[c:5]2[c:6]([cH:12][c:13]([N+:16]([O-:17])=[O:18])[cH:14][cH:15]2)[CH2:7][CH2:8][CH2:9][C:10]1=[O:11].[Cl:19][c:20]1[n:21][cH:22][c:23]([Cl:41])[c:24]([NH:26][c:27]2[c:28]([O:39][CH3:40])[cH:29][c:30]([N:33]3[CH2:34][CH2:35][O:36][CH2:37][CH2:38]3)[cH:31][cH:32]2)[n:25]1>>[CH:1]([CH3:2])([CH3:3])[N:4]1[c:5]2[c:6]([cH:12][c:13]([NH:16][c:20]3[n:21][cH:22][c:23]([Cl:41])[c:24]([NH:26][c:27]4[c:28]([O:39][CH3:40])[cH:29][c:30]([N:33]5[CH2:34][CH2:35][O:36][CH2:37][CH2:38]5)[cH:31][cH:32]4)[n:25]3)[cH:14][cH:15]2)[CH2:7][CH2:8][CH2:9][C:10]1=[O:11]. Starting materials: ClC1=C(C(=O)O)C(=C(C(=N1)Cl)F)C (2,6-dichloro-4-methyl-5-fluoronicotinic acid), CN(C=O)C (dimethyl formamide), C(C(=O)Cl)(=O)Cl (oxalyl chloride). Run in ClCCl (dichloromethane). Reaction conditions: time 1 hour. Yields the product ClC1=C(C(=O)Cl)C(=C(C(=N1)Cl)F)C (2,6-Dichloro-4-methyl-5-fluoronicotinic acid chloride). The yield is 88.7%. Reaction SMILES: [Cl:1][C:2]1[N:10]=[C:9]([Cl:11])[C:8]([F:12])=[C:7]([CH3:13])[C:3]=1[C:4](O)=[O:5].CN(C)C=O.C(Cl)(=O)C([Cl:22])=O>ClCCl>[Cl:1][C:2]1[N:10]=[C:9]([Cl:11])[C:8]([F:12])=[C:7]([CH3:13])[C:3]=1[C:4]([Cl:22])=[O:5]. Procedure details: A slurry of 30.8 g (0.147 moles) of 2,6-dichloro-4-methyl-5-fluoronicotinic acid in 200 mL of dichloromethane, containing a catalytic amount of dimethyl formamide, was treated dropwise over a 1-hour period with 19.2 mL (0.22 moles) oxalyl chloride. After 1 hour, the homogenous solution was evaporated in vacuo, diluted with an equal volume of dichloromethane, and evaporated in vacuo to yield 31.6 g of the title compound as an oil. Starting materials: COC=1C=C(C=CC1)N(S(=O)(=O)C1=CC=C(C(=O)O)C=C1)C (4-(N-(3-methoxyphenyl)-N-methylsulfamoyl)benzoic acid), N1=C(C=CC=C1)C=1N=C(SC1)N (4-(pyridin-2-yl)thiazol-2-amine). The product is COC=1C=C(C=CC1)N(S(=O)(=O)C1=CC=C(C(=O)NC=2SC=C(N2)C2=NC=CC=C2)C=C1)C (4-(N-(3-methoxyphenyl)-N-methylsulfamoyl)-N-(4-(pyridin-2-yl)thiazol-2-yl)benzamide). Reaction SMILES: [CH3:1][O:2][C:3]1[CH:4]=[C:5]([N:9]([CH3:22])[S:10]([C:13]2[CH:21]=[CH:20][C:16]([C:17]([OH:19])=O)=[CH:15][CH:14]=2)(=[O:12])=[O:11])[CH:6]=[CH:7][CH:8]=1.[N:23]1[CH:28]=[CH:27][CH:26]=[CH:25][C:24]=1[C:29]1[N:30]=[C:31]([NH2:34])[S:32][CH:33]=1>>[CH3:1][O:2][C:3]1[CH:4]=[C:5]([N:9]([CH3:22])[S:10]([C:13]2[CH:21]=[CH:20][C:16]([C:17]([NH:34][C:31]3[S:32][CH:33]=[C:29]([C:24]4[CH:25]=[CH:26][CH:27]=[CH:28][N:23]=4)[N:30]=3)=[O:19])=[CH:15][CH:14]=2)(=[O:12])=[O:11])[CH:6]=[CH:7][CH:8]=1. Procedure details: 4-(N-(3-methoxyphenyl)-N-methylsulfamoyl)benzoic acid (12) (100 mg, 0.31 mmol) was treated with 4-(pyridin-2-yl)thiazol-2-amine (50 mg, 0.28 mmol) using method C. The residue was purified using flash chromatography eluting with 50-100% EtOAc in hexanes. The resulting solid was triturated with diethyl ether to give 4-(N-(3-methoxyphenyl)-N-methylsulfamoyl)-N-(4-(pyridin-2-yl)thiazol-2-yl)benzamide as a yellow solid. Yield: 56 mg (41%). 1H-NMR: 8.64-8.61 (m, 1H), 8.28 (d, J=8.5 Hz, 2H), 8.02 (d, J...